Task: describe an organic reaction: reactants, conditions, products, and yield. Dataset: the Open Reaction Database (ORD), a public repository of structured organic reaction records Starting materials: CN1CCNCC1, c1cc2c(s1)CCCC2=NOCC1CO1. The product is CN1CCN(CC(O)CON=C2CCCc3sccc32)CC1. As a reaction SMILES: [CH3:16][N:17]1[CH2:18][CH2:19][NH:20][CH2:21][CH2:22]1.[O:1]1[CH:2]([CH2:3][O:4][N:5]=[C:6]2[CH2:7][CH2:8][CH2:9][c:10]3[s:11][cH:12][cH:13][c:14]32)[CH2:15]1>>[OH:1][CH:2]([CH2:3][O:4][N:5]=[C:6]1[CH2:7][CH2:8][CH2:9][c:10]2[s:11][cH:12][cH:13][c:14]21)[CH2:15][N:20]1[CH2:19][CH2:18][N:17]([CH3:16])[CH2:22][CH2:21]1. Reactants: C1=CC=C(C=C1)OC(=NC#N)OC2=CC=CC=C2 (diphenyl cyancarbonimidate), COC1=CC=C(N)C=C1 (4-methoxyaniline). Solvent: C(C)(C)O (isopropanol). Run at time 2.5 hour. The product is COC1=CC=C(C=C1)NC(OC1=CC=CC=C1)=NC#N (N-4-Methoxyphenyl-N′-cyano-O-phenylisourea). Yield: 69.3%. RXN SMILES: C1C=CC(O[C:8]([O:12][C:13]2[CH:18]=[CH:17][CH:16]=[CH:15][CH:14]=2)=[N:9][C:10]#[N:11])=CC=1.[CH3:19][O:20][C:21]1[CH:27]=[CH:26][C:24]([NH2:25])=[CH:23][CH:22]=1>C(O)(C)C>[CH3:19][O:20][C:21]1[CH:27]=[CH:26][C:24]([NH:25][C:8](=[N:9][C:10]#[N:11])[O:12][C:13]2[CH:14]=[CH:15][CH:16]=[CH:17][CH:18]=2)=[CH:23][CH:22]=1. Procedure: A slurry of diphenyl cyancarbonimidate (1 g) in isopropanol (10 mL) was treated with 4-methoxyaniline (517 mg). After stirring at room temperature for a further 2.5 hours the reaction mixture was filtered. The insoluble material was washed with isopropanol to give the title compound (778 mg) as a white solid, which was used without further purification. Reactants: C(C)(C)(C)OC(=O)N1C(OC(C1CC1=CC=CC=C1)CC1CC=CCC1C(NC(C)(C)C)=O)(C)C (4-benzyl-5-(6-tert-butylcarbamoyl-cyclohex-3-enylmethyl)-2,2-dimethyl-oxazolidine-3-carboxylic acid tert-butyl ester). The reagents and catalysts are [Pd] (palladium on carbon). Solvent: C(C)O (ethanol). Product: C(C)(C)(C)OC(=O)N1C(OC(C1CC1=CC=CC=C1)CC1C(CCCC1)C(NC(C)(C)C)=O)(C)C (4-benzyl-5-(2-tert-butylcarbamoyl-cyclohexylmethyl)-2,2-dimethyl-oxazolidine-3-carboxylic acid tert-butyl ester). Isolated yield 99.6%. As a reaction SMILES: [C:1]([O:5][C:6]([N:8]1[CH:12]([CH2:13][C:14]2[CH:19]=[CH:18][CH:17]=[CH:16][CH:15]=2)[CH:11]([CH2:20][CH:21]2[CH:26]([C:27](=[O:33])[NH:28][C:29]([CH3:32])([CH3:31])[CH3:30])[CH2:25][CH:24]=[CH:23][CH2:22]2)[O:10][C:9]1([CH3:35])[CH3:34])=[O:7])([CH3:4])([CH3:3])[CH3:2]>C(O)C.[Pd]>[C:1]([O:5][C:6]([N:8]1[CH:12]([CH2:13][C:14]2[CH:15]=[CH:16][CH:17]=[CH:18][CH:19]=2)[CH:11]([CH2:20][CH:21]2[CH2:22][CH2:23][CH2:24][CH2:25][CH:26]2[C:27](=[O:33])[NH:28][C:29]([CH3:32])([CH3:31])[CH3:30])[O:10][C:9]1([CH3:35])[CH3:34])=[O:7])([CH3:3])([CH3:4])[CH3:2]. Reported procedure: A solution of 4-benzyl-5-(6-tert-butylcarbamoyl-cyclohex-3-enylmethyl)-2,2-dimethyl-oxazolidine-3-carboxylic acid tert-butyl ester (100 mg) in ethanol (20 ml) was hydrogenated over 10% palladium on carbon for 3 hours at atmospheric pressure and ambient temperature. The catalyst was removed by filtration and the filtrate evaporated to give 4-benzyl-5-(2-tert-butylcarbamoyl-cyclohexylmethyl)-2,2-dimethyl-oxazolidine-3-carboxylic acid tert-butyl ester (100 mg, 100%) Mass spectrum 487 [M+H]+. Starting materials: CCO, CC(=O)Nc1cc2c(cc1I)OCO2, [Na+], [OH-], O. The product is Nc1cc2c(cc1I)OCO2. As a reaction SMILES: [CH3:17][CH2:18][OH:19].[I:1][c:2]1[c:3]([NH:11][C:12](=[O:13])[CH3:14])[cH:4][c:5]2[c:6]([cH:10]1)[O:7][CH2:8][O:9]2.[Na+:16].[OH-:15].[OH2:20]>>[I:1][c:2]1[c:3]([NH2:11])[cH:4][c:5]2[c:6]([cH:10]1)[O:7][CH2:8][O:9]2.